This data is from the Open Reaction Database (ORD), a public repository of structured organic reaction records. The task is: describe an organic reaction: reactants, conditions, products, and yield Starting materials: C=CCBr, O=C1NCc2ccc(N3CCN(CCC(c4ccccc4)c4ccccc4)CC3)cc21. The product is C=CCN1Cc2ccc(N3CCN(CCC(c4ccccc4)c4ccccc4)CC3)cc2C1=O. RXN SMILES: [CH2:32]([CH:33]=[CH2:34])[Br:35].[c:1]1([CH:7]([CH2:8][CH2:9][N:10]2[CH2:11][CH2:12][N:13]([c:16]3[cH:17][cH:18][c:19]4[c:23]([cH:24]3)[C:22](=[O:25])[NH:21][CH2:20]4)[CH2:14][CH2:15]2)[c:26]2[cH:27][cH:28][cH:29][cH:30][cH:31]2)[cH:2][cH:3][cH:4][cH:5][cH:6]1>>[c:1]1([CH:7]([CH2:8][CH2:9][N:10]2[CH2:11][CH2:12][N:13]([c:16]3[cH:17][cH:18][c:19]4[c:23]([cH:24]3)[C:22](=[O:25])[N:21]([CH2:34][CH:33]=[CH2:32])[CH2:20]4)[CH2:14][CH2:15]2)[c:26]2[cH:27][cH:28][cH:29][cH:30][cH:31]2)[cH:2][cH:3][cH:4][cH:5][cH:6]1. Reactants: NH4 fumarate, C(\C=C\C(=O)O)(=O)O (fumaric acid), C(\C=C\C(=O)[O-])(=O)[O-] (fumarate). Yields the product C([C@@H](O)CC(=O)O)(=O)O (L-malic acid). Reaction SMILES: [C:1]([OH:8])(=[O:7])/[CH:2]=[CH:3]/[C:4]([OH:6])=[O:5].C([O-])(=O)/C=C/C([O-])=[O:13]>>[C:1]([OH:8])(=[O:7])[C@H:2]([CH2:3][C:4]([OH:6])=[O:5])[OH:13]. Procedure details: An NH4 fumarate suspension with 400 g/l (calculated as fumaric acid) is introduced in a vessel and set at pH 8.0. The fumarate is first introduced partly in undissolved form. 35 g/l of cell mass (calculated as dry mass)--grown according to example A--is suspended in this liquid. After 36 hours incubation at 32° C., 378 g of L-malic acid per liter of fermentation liquid is produced. Starting materials: ClC1=NC=NC(=C1C(CC(=O)OC)C(F)(F)F)Cl (methyl 3-(4,6-dichloropyrimidin-5-yl)-4,4,4-trifluorobutanoate), N (ammonia), C(C)(C)O (isopropyl alcohol). Conditions: temperature 120 celsius. Yields the product ClC=1C2=C(N=CN1)NC(CC2C(F)(F)F)=O (4-chloro-5-(trifluoromethyl)-5,6-dihydropyrido[2,3-d]pyrimidin-7(8H)-one). Yield: 83.0%. As a reaction SMILES: [Cl:1][C:2]1[C:7]([CH:8]([C:14]([F:17])([F:16])[F:15])[CH2:9][C:10](OC)=[O:11])=[C:6](Cl)[N:5]=[CH:4][N:3]=1.[NH3:19].C(O)(C)C>>[Cl:1][C:2]1[C:7]2[CH:8]([C:14]([F:17])([F:16])[F:15])[CH2:9][C:10](=[O:11])[NH:19][C:6]=2[N:5]=[CH:4][N:3]=1. Reported procedure: Combine methyl 3-(4,6-dichloropyrimidin-5-yl)-4,4,4-trifluorobutanoate (501.0 g, 1.57 mol) and 2 M ammonia in isopropyl alcohol (1.57 L, 2.0 eq) in a pressure reactor. Heat at 120° C. for seven hours. Cool the mixture to room temperature, then concentrate in vacuo. Dilute with hexanes (1 L). Filter to give crude product. Triturate this solid with 10% isopropyl alcohol in water (600 mL) and water (1.3 L). Filter and dry at 70° C. to give 4-chloro-5-(trifluoromethyl)-5,6-dihydropyrido[2,3-d]pyrimi... The reactants are ClC(Cl)Cl, CCCCCN(CCc1ccccc1)C(=O)C(CCC(=O)OC)CSc1ccc(Cl)c(Cl)c1, O=C(OO)c1cccc(Cl)c1, [Na+], [Na+], O=S([O-])[O-]. Yields the product CCCCCN(CCc1ccccc1)C(=O)C(CCC(=O)OC)CS(=O)c1ccc(Cl)c(Cl)c1. RXN SMILES: [CH:51]([Cl:52])([Cl:53])[Cl:54].[Cl:1][c:2]1[cH:3][c:4]([S:9][CH2:10][CH:11]([CH2:12][CH2:13][C:14](=[O:15])[O:16][CH3:17])[C:18]([N:19]([CH2:20][CH2:21][c:22]2[cH:23][cH:24][cH:25][cH:26][cH:27]2)[CH2:28][CH2:29][CH2:30][CH2:31][CH3:32])=[O:33])[cH:5][cH:6][c:7]1[Cl:8].[Cl:34][c:35]1[cH:36][cH:37][cH:38][c:39]([C:40]([O:41][OH:43])=[O:42])[cH:44]1.[Na+:49].[Na+:50].[S:45]([O-:46])([O-:47])=[O:48]>>[Cl:1][c:2]1[cH:3][c:4]([S:9]([CH2:10][CH:11]([CH2:12][CH2:13][C:14](=[O:15])[O:16][CH3:17])[C:18]([N:19]([CH2:20][CH2:21][c:22]2[cH:23][cH:24][cH:25][cH:26][cH:27]2)[CH2:28][CH2:29][CH2:30][CH2:31][CH3:32])=[O:33])=[O:42])[cH:5][cH:6][c:7]1[Cl:8]. The reactants are Cl.C(C)(=O)O[C@@H]1C(N(C(=CS[C@@H]1C1=CC=C(C=C1)OC)C1=CC=CC=C1)CCN(C)C)=O (rac.-cis-6-(acetyloxy)-6,7-dihydro-7-(4-methoxyphenyl)-4 -[2-(dimethylamino)ethyl]-3-phenyl-1,4-thiazepin-5(4H)-one hydrochloride), [OH-].[NH4+] (ammonium hydroxide). The solvent is O (water). Yields the product C(C)(=O)O[C@@H]1C(N(C(=CS[C@@H]1C1=CC=C(C=C1)OC)C1=CC=CC=C1)CCN(C)C)=O (rac.-cis-6-(acetyloxy)-6,7-dihydro-7(4-methoxyphenyl)-4-[2-(dimethylamino)-ethyl]-3-phenyl-1 , 4-thiazepin-5(4H)-one). Isolated yield 97.0%. RXN SMILES: Cl.[C:2]([O:5][C@H:6]1[C@@H:12]([C:13]2[CH:18]=[CH:17][C:16]([O:19][CH3:20])=[CH:15][CH:14]=2)[S:11][CH:10]=[C:9]([C:21]2[CH:26]=[CH:25][CH:24]=[CH:23][CH:22]=2)[N:8]([CH2:27][CH2:28][N:29]([CH3:31])[CH3:30])[C:7]1=[O:32])(=[O:4])[CH3:3].[OH-].[NH4+]>O>[C:2]([O:5][C@H:6]1[C@@H:12]([C:13]2[CH:14]=[CH:15][C:16]([O:19][CH3:20])=[CH:17][CH:18]=2)[S:11][CH:10]=[C:9]([C:21]2[CH:22]=[CH:23][CH:24]=[CH:25][CH:26]=2)[N:8]([CH2:27][CH2:28][N:29]([CH3:30])[CH3:31])[C:7]1=[O:32])(=[O:4])[CH3:3] |f:0.1,2.3|. Procedure: The above hydrochloride, 4.0 g (0.008 mole) in water was treated with ammonium hydroxide and the aqueous suspension was extracted with methylene chloride. The methylene chloride solutions were dried (MgSO4) and removal of the solvent gave 3.6 g (97%) of rac.-cis-6-(acetyloxy)-6,7-dihydro-7(4-methoxyphenyl)-4-[2-(dimethylamino)-ethyl]-3-phenyl-1 , 4-thiazepin-5(4H)-one. Analytical sample was recrystallized from ether, mp 115°-116°. Reaction SMILES: [C:47](=[O:48])([O-:49])[O-:50].[CH2:1]([CH3:2])[O:3][C:4]([CH2:5][S:6][c:7]1[c:8]([CH3:14])[cH:9][c:10]([OH:13])[cH:11][cH:12]1)=[O:15].[Cl:16][c:17]1[cH:18][c:19]2[c:20]([s:21][c:22]([S:25](=[O:26])(=[O:27])[N:28]([CH2:29][CH2:30][O:31][S:32]([c:33]3[cH:34][cH:35][c:36]([CH3:37])[cH:38][cH:39]3)(=[O:40])=[O:41])[CH2:42][CH2:43][CH3:44])[c:23]2[CH3:24])[cH:45][cH:46]1.[Cs+:51].[Cs+:52].[O:53]=[CH:54][N:55]([CH3:56])[CH3:57]>>[CH2:1]([CH3:2])[O:3][C:4]([CH2:5][S:6][c:7]1[c:8]([CH3:14])[cH:9][c:10]([O:13][CH2:30][CH2:29][N:28]([S:25]([c:22]2[s:21][c:20]3[c:19]([cH:18][c:17]([Cl:16])[cH:46][cH:45]3)[c:23]2[CH3:24])(=[O:26])=[O:27])[CH2:42][CH2:43][CH3:44])[cH:11][cH:12]1)=[O:15]. Product: CCCN(CCOc1ccc(SCC(=O)OCC)c(C)c1)S(=O)(=O)c1sc2ccc(Cl)cc2c1C. Reactants: O=C([O-])[O-], CCOC(=O)CSc1ccc(O)cc1C, CCCN(CCOS(=O)(=O)c1ccc(C)cc1)S(=O)(=O)c1sc2ccc(Cl)cc2c1C, [Cs+], [Cs+], CN(C)C=O.